Dataset: the Open Reaction Database (ORD), a public repository of structured organic reaction records. Task: describe an organic reaction: reactants, conditions, products, and yield The reactants are FC=1C=C2C(=NC1)NN=C2N (5-fluoro-1H-pyrazolo[3,4-b]pyridin-3-amine), N(=O)OC(C)(C)C (tert-butyl nitrite), C(Br)(Br)Br (bromoform). Run at temperature 61 celsius. The product is BrC1=NNC2=NC=C(C=C21)F (3-bromo-5-fluoro-1H-pyrazolo[3,4-b]pyridine). Reaction SMILES: [F:1][C:2]1[CH:3]=[C:4]2[C:10](N)=[N:9][NH:8][C:5]2=[N:6][CH:7]=1.N(OC(C)(C)C)=O.C(Br)(Br)[Br:20]>>[Br:20][C:10]1[C:4]2[C:5](=[N:6][CH:7]=[C:2]([F:1])[CH:3]=2)[NH:8][N:9]=1. Procedure: To the miture of 5-fluoro-1H-pyrazolo[3,4-b]pyridin-3-amine, 3, (0.88 g, 5.79 mmol) in bromoform (8.8 mL) was added tert-butyl nitrite (1.38 mL, 11.57 mmol). This mixture was heated to 61° C. for 1 h and then heated to 90° C. for an additional hour. The mixture was cooled to room temperature and bromoform was removed under reduced pressure. The resulting crude residue was purified by silica gel chromatography (5-50% ethyl acetate/hexanes) to afford 970 mg of the desired product as a white solid:... Reaction SMILES: [Br:17][C:18]([Br:19])([Br:20])[Br:21].[CH3:1][O:2][C:3]([CH:4]([CH2:5][CH2:6][OH:7])[NH:8][C:9](=[O:10])[O:11][C:12]([CH3:13])([CH3:14])[CH3:15])=[O:16].[Cl:41][CH2:42][Cl:43].[c:22]1([P:23]([c:24]2[cH:25][cH:26][cH:27][cH:28][cH:29]2)[c:30]2[cH:31][cH:32][cH:33][cH:34][cH:35]2)[cH:36][cH:37][cH:38][cH:39][cH:40]1>>[CH3:1][O:2][C:3]([CH:4]([CH2:5][CH2:6][Br:17])[NH:8][C:9](=[O:10])[O:11][C:12]([CH3:13])([CH3:14])[CH3:15])=[O:16]. Yields the product COC(=O)C(CCBr)NC(=O)OC(C)(C)C. The reactants are BrC(Br)(Br)Br, COC(=O)C(CCO)NC(=O)OC(C)(C)C, ClCCl, c1ccc(P(c2ccccc2)c2ccccc2)cc1. Reactants: C(C)(=O)O (acetic acid), C(C=C)C(=O)[C@@](O)([C@](O)([C@H](CO)N=[N+]=[N-])C(C1=CC=CC=C1)=O)C(C1=CC=CC=C1)=O (1-allyl-2,3-dibenzoyl-4-azido-4-deoxy-L-Xylose), C[O-].[Na+] (sodium methoxide), C1CCOC1 (THF). The solvent is CO (methanol). Run at time 5 hour. Product: C(C=C)C(=O)[C@@H](O)[C@H](O)[C@H](CO)N=[N+]=[N-] (1-allyl-4-azido-4-deoxy-L-Xylose). RXN SMILES: [CH2:1]([C:4]([C@:6](C(=O)C1C=CC=CC=1)([C@@:8](C(=O)C1C=CC=CC=1)([C@@H:10]([N:13]=[N+:14]=[N-:15])[CH2:11][OH:12])[OH:9])[OH:7])=[O:5])[CH:2]=[CH2:3].C1COCC1.C[O-].[Na+].C(O)(=O)C>CO>[CH2:1]([C:4]([C@H:6]([C@@H:8]([C@@H:10]([N:13]=[N+:14]=[N-:15])[CH2:11][OH:12])[OH:9])[OH:7])=[O:5])[CH:2]=[CH2:3] |f:2.3|. Procedure: 1-allyl-2,3-dibenzoyl-4-azido-4-deoxy-L-xylose 35 (12.0 g, 28.3 mmol) was dissolved in 5:1 methanol:THF (70 mL); to this solution was added sodium methoxide (650 μL of 25% solution, 2.83 mmol). The solution was stirred for 5 h, then to it was added acetic acid (175 μL, 3.11 mmol) and the reaction stirred for 1 min. The solvent was removed in vacuo to give 36 as a thick oil. The material was used without further purification. The product is COc1cccc(C(Oc2ccc3c(cnn3-c3ccc(F)cc3)c2)C(C)NC(=O)c2ccc(C)s2)c1. The reactants are Cc1ccc(C(=O)O)s1, COc1cccc(C(Oc2ccc3c(cnn3-c3ccc(F)cc3)c2)C(C)N)c1. Reaction SMILES: [CH3:30][c:31]1[cH:32][cH:33][c:34]([C:36](=[O:37])[OH:38])[s:35]1.[F:1][c:2]1[cH:3][cH:4][c:5](-[n:8]2[n:9][cH:10][c:11]3[cH:12][c:13]([O:17][CH:18]([CH:19]([CH3:20])[NH2:21])[c:22]4[cH:23][c:24]([O:28][CH3:29])[cH:25][cH:26][cH:27]4)[cH:14][cH:15][c:16]23)[cH:6][cH:7]1>>[F:1][c:2]1[cH:3][cH:4][c:5](-[n:8]2[n:9][cH:10][c:11]3[cH:12][c:13]([O:17][CH:18]([CH:19]([CH3:20])[NH:21][C:36]([c:34]4[cH:33][cH:32][c:31]([CH3:30])[s:35]4)=[O:37])[c:22]4[cH:23][c:24]([O:28][CH3:29])[cH:25][cH:26][cH:27]4)[cH:14][cH:15][c:16]23)[cH:6][cH:7]1. The product is CN(C(C(N1N=C(C=C1)C1=CC=CC=C1)(C1=CC=CC=C1)C)=O)C (N,N,α-trimethyl-α,3-diphenylpyrazole-1-acetamide). Starting materials: CN(C(C(N1N=C(C(=C1)C)C1=CC=CC=C1)C)=O)C (N,N,α,4-tetramethyl-3-phenylpyrazole-1-acetamide), CI (methyl iodide), C(C)I (ethyl iodide). RXN SMILES: [CH3:1][N:2]([CH3:19])[C:3](=[O:18])[CH:4]([CH3:17])[N:5]1[CH:9]=[C:8](C)[C:7]([C:11]2[CH:16]=[CH:15][CH:14]=[CH:13][CH:12]=2)=[N:6]1.CI.[CH2:22](I)[CH3:23]>>[CH3:19][N:2]([CH3:1])[C:3](=[O:18])[C:4]([CH3:17])([C:23]1[CH:22]=[CH:9][CH:8]=[CH:7][CH:11]=1)[N:5]1[CH:9]=[CH:8][C:7]([C:11]2[CH:12]=[CH:13][CH:14]=[CH:15][CH:16]=2)=[N:6]1. Reported procedure: Following the procedure of Example 95, but substituting N,N-dimethyl-α,3-diphenylpyrazole-1-acetamide for N,N,α,4-tetramethyl-3-phenylpyrazole-1-acetamide and methyl iodide for ethyl iodide, there is obtained N,N,α-trimethyl-α,3-diphenylpyrazole-1-acetamide, m.p. 129°-131.5° C. Starting materials: Cl.S[C@H]1C[C@H](NC1)C(=O)O ((4S)-4-mercapto-L-proline hydrochloride), [OH-].[Na+] (sodium hydroxide), C1(CCCCC1)C1=CC=C(CCl)C=C1 (4-cyclohexylbenzyl chloride), C(C)O (ethanol). The solvent is C(Cl)(Cl)Cl (chloroform). Run at temperature 0 celsius. The product is C1(CCCCC1)C1=CC=C(CS[C@H]2C[C@H](NC2)C(=O)O)C=C1 ((4S)-4-(4-cyclohexylbenzylthio)-L-proline). Isolated yield 90.3%. Reaction SMILES: Cl.[SH:2][C@@H:3]1[CH2:7][NH:6][C@H:5]([C:8]([OH:10])=[O:9])[CH2:4]1.[OH-].[Na+].[CH:13]1([C:19]2[CH:26]=[CH:25][C:22]([CH2:23]Cl)=[CH:21][CH:20]=2)[CH2:18][CH2:17][CH2:16][CH2:15][CH2:14]1.C(O)C>C(Cl)(Cl)Cl>[CH:13]1([C:19]2[CH:26]=[CH:25][C:22]([CH2:23][S:2][C@@H:3]3[CH2:7][NH:6][C@H:5]([C:8]([OH:10])=[O:9])[CH2:4]3)=[CH:21][CH:20]=2)[CH2:14][CH2:15][CH2:16][CH2:17][CH2:18]1 |f:0.1,2.3|. Procedure details: To (4S)-4-mercapto-L-proline hydrochloride (300 mg) is added 2 N sodium hydroxide (1.6 ml) aqueous solution, and the mixture is stirred at 0° C. A solution of 4-cyclohexylbenzyl chloride (340 mg) in a mixed solvent of ethanol (5 ml)/chloroform (1 ml) is added thereto, and the mixture is stirred at room temperature overnight. The reaction mixture is concentrated under reduced pressure, and deposited crystals are filtered off. The crystals are washed with water, ethanol and diethyl ether successiv... The reactants are [N+](=O)([O-])C=1C=C(C=C(C(=O)OCCCCCCCCCC)C(=O)C)C=CC1 (decyl 2-(3-nitrobenzylidene)acetoacetate), C(#N)CC(=O)OCC (ethyl cyanoacetate), N1CCCCC1 (piperidine). Solvent: C(C)O (ethanol). The product is NC=1OC(=C(C(C1C(=O)OCC)C1=CC(=CC=C1)[N+](=O)[O-])C(=O)OCCCCCCCCCC)C (5-Decyl 3-ethyl 2-amino-6-methyl-4-(3-nitrophenyl)-4H-pyran-3,5-dicarboxylate). Reaction SMILES: [N+:1]([C:4]1[CH:5]=[C:6]([CH:25]=[CH:26][CH:27]=1)[CH:7]=[C:8]([C:22]([CH3:24])=[O:23])[C:9]([O:11][CH2:12][CH2:13][CH2:14][CH2:15][CH2:16][CH2:17][CH2:18][CH2:19][CH2:20][CH3:21])=[O:10])([O-:3])=[O:2].[C:28]([CH2:30][C:31]([O:33][CH2:34][CH3:35])=[O:32])#[N:29].N1CCCCC1>C(O)C>[NH2:29][C:28]1[O:23][C:22]([CH3:24])=[C:8]([C:9]([O:11][CH2:12][CH2:13][CH2:14][CH2:15][CH2:16][CH2:17][CH2:18][CH2:19][CH2:20][CH3:21])=[O:10])[CH:7]([C:6]2[CH:25]=[CH:26][CH:27]=[C:4]([N+:1]([O-:3])=[O:2])[CH:5]=2)[C:30]=1[C:31]([O:33][CH2:34][CH3:35])=[O:32]. Procedure: A solution of 5.7 g (15 mmol) of decyl 2-(3-nitrobenzylidene)acetoacetate and 1.8 g (15 mmol) of ethyl cyanoacetate in 15 ml of ethanol was heated to boiling in the presence of 0.3 ml of piperidine, for 4 hours. The solvent was then removed by distillation and the oily residue was purified by column chromatography (SiO2, chloroform) and brought to crystalli ation, melting point: 100° C., yield: 3.3 g (45%). Run in CN1C(CCC1)=O (N-methylpyrrolidone). Isolated yield 87.7%. Reactants: ClC1=C(C=NC2=C(C=CC=C12)NC(C1=C(C=CC=C1Cl)Cl)=O)C#N (4-chloro-8-(2,6-dichlorobenzoylamino)-3-cyanoquinoline), O.NN (hydrazine monohydrate), O (Water). As a reaction SMILES: Cl[C:2]1[C:11]2[C:6](=[C:7]([NH:12][C:13](=O)[C:14]3[C:19]([Cl:20])=[CH:18][CH:17]=[CH:16][C:15]=3[Cl:21])[CH:8]=[CH:9][CH:10]=2)[N:5]=[CH:4][C:3]=1[C:23]#[N:24].[OH2:25].[NH2:26][NH2:27].O>CN1CCCC1=O>[NH2:24][C:23]1[C:3]2[CH:4]=[N:5][C:6]3[C:7]([NH:12][C:13](=[O:25])[C:14]4[C:15]([Cl:21])=[CH:16][CH:17]=[CH:18][C:19]=4[Cl:20])=[CH:8][CH:9]=[CH:10][C:11]=3[C:2]=2[NH:27][N:26]=1 |f:1.2|. Run at temperature 90 celsius, time 2 hour. The product is NC1=NNC2=C1C=NC=1C(=CC=CC21)NC(C2=C(C=CC=C2Cl)Cl)=O (3-amino-6-(2,6-dichlorobenzoylamino)-1H-pyrazolo[4,3-c]quinoline). Reported procedure: To a solution of 4-chloro-8-(2,6-dichlorobenzoylamino)-3-cyanoquinoline (300 mg) in N-methylpyrrolidone (6 ml) was dropwise added hydrazine monohydrate (399 mg), and the mixture was stirred for 2 hours at 90° C. Water (15 ml) was added thereto, the resulting precipitates were collected by filtration to give 3-amino-6-(2,6-dichlorobenzoylamino)-1H-pyrazolo[4,3-c]quinoline (260 mg). Starting materials: ClC1=CC=CC2=C1C(N1[C@H](C=3N2C=NC3C=3SC=C(N3)CN(CCC)CCC)CCC1)=O ((S)-8-chloro-1-(4-dipropylaminomethyl-thiazol-2-yl)-11,12,13,13a-tetrahydro-9H-imidazo[1,5-a]pyrrolo[2,1-c][1,4]benzodiazepin-9-one), Cl (hydrochloric acid). The solvent is O (water). Reaction conditions: time 1 hour. Yields the product Cl.ClC1=CC=CC2=C1C(N1[C@H](C=3N2C=NC3C=3SC=C(N3)CN(CCC)CCC)CCC1)=O ((S)-8-chloro-1-(4-dipropylaminomethyl-thiazol-2-yl)-11,12,13,13a-tetrahydro-9H-imidazo[1,5-a]pyrrolo[2,1-c][1,4]benzodiazepin-9-one hydrochloride). Isolated yield 179.5%. Reaction SMILES: [Cl:1][C:2]1[C:7]2[C:8](=[O:32])[N:9]3[CH2:31][CH2:30][CH2:29][C@H:10]3[C:11]3[N:12]([CH:13]=[N:14][C:15]=3[C:16]3[S:17][CH:18]=[C:19]([CH2:21][N:22]([CH2:26][CH2:27][CH3:28])[CH2:23][CH2:24][CH3:25])[N:20]=3)[C:6]=2[CH:5]=[CH:4][CH:3]=1.Cl>O>[ClH:1].[Cl:1][C:2]1[C:7]2[C:8](=[O:32])[N:9]3[CH2:31][CH2:30][CH2:29][C@H:10]3[C:11]3[N:12]([CH:13]=[N:14][C:15]=3[C:16]3[S:17][CH:18]=[C:19]([CH2:21][N:22]([CH2:23][CH2:24][CH3:25])[CH2:26][CH2:27][CH3:28])[N:20]=3)[C:6]=2[CH:5]=[CH:4][CH:3]=1 |f:3.4|. Procedure details: 0.51 g (0.0011 mol) of (S)-8-chloro-1-(4-dipropylaminomethyl-thiazol-2-yl)-11,12,13,13a-tetrahydro-9H-imidazo[1,5-a]pyrrolo[2,1-c][1,4]benzodiazepin-9-one was suspended in 10 ml of water and treated with 10.3 ml of 0.1N (0.0010 mol) aqueous hydrochloric acid. After stirring at room temperature for 1 hr. the mixture was filtered and the filtrate was lyophilized. There was obtained 0.50 g (90%) of (S)-8-chloro-1-(4-dipropylaminomethyl-thiazol-2-yl)-11,12,13,13a-tetrahydro-9H-imidazo[1,5-a]pyrrolo[...